describe an organic reaction: reactants, conditions, products, and yield From a dataset of the Open Reaction Database (ORD), a public repository of structured organic reaction records. Reactants: solution, BrC=1N=C(C(N(C1)C)=O)NC=1C=C2CNCC2=CC1 (5-Bromo-3-(isoindolin-5-ylamino)-1-methylpyrazin-2(1H)-one), C(C)(=O)OCC1=C(C=CC=C1B1OC(C(O1)(C)C)(C)C)C1NCCC2=C1SC1=C2CC(C1)(C)C (2-(6,6-Dimethyl-3,4,6,7-tetrahydro-5H-cyclopenta[4,5]thieno[2,3-c]pyridine-1(2H)-yl)-6-(4,4,5,5-tetramethyl-1,3,2-dioxaborolan-2-yl)benzyl Acetate), C([O-])([O-])=O.[Na+].[Na+] (sodium carbonate), C1CCOC1 (THF), tetrakis-(triphenylphosphine)palladium(0), [F-].C(CCC)[N+](CCCC)(CCCC)CCCC (tetrabutylammonium fluoride). Solvent: O (water), O1CCOCC1 (1,4-dioxane), C(Cl)Cl (methylene chloride), C(Cl)Cl (methylene chloride), O (water). Reaction conditions: time 2 hour. Yields the product FC=1C=C(C(=C(C1)C=1N=C(C(N(C1)C)=O)NC=1C=C2CN(CC2=CC1)C)CO)C1NCCC2=C1SC1=C2CC(C1)(C)C (5-(5-Fluoro-2-(hydroxymethyl)-3-(6,6-dimethyl-3,4,6,7-tetrahydro-5H-cyclopenta[4,5]thieno[2,3-c]pyridine-1(2H)-yl)phenyl)-1-methyl-3-(2-methylisoindolin-5-ylamino)pyrazin-2(1H)-one). Isolated yield 44.0%. As a reaction SMILES: Br[C:2]1[N:3]=[C:4]([NH:10]C2C=C3C(=CC=2)CNC3)[C:5](=[O:9])[N:6]([CH3:8])[CH:7]=1.C([O:23][CH2:24][C:25]1[C:30](B2OC(C)(C)C(C)(C)O2)=[CH:29][CH:28]=[CH:27][C:26]=1[CH:40]1[C:45]2[S:46][C:47]3[CH2:51][C:50]([CH3:53])([CH3:52])[CH2:49][C:48]=3[C:44]=2[CH2:43][CH2:42][NH:41]1)(=O)C.C(=O)([O-])[O-].[Na+].[Na+].[F-:60].C([N+:65]([CH2:74][CH2:75][CH2:76][CH3:77])([CH2:70][CH2:71][CH2:72][CH3:73])[CH2:66]CCC)CCC.C1COCC1>C(Cl)Cl.O.O1CCOCC1>[F:60][C:28]1[CH:27]=[C:26]([CH:40]2[C:45]3[S:46][C:47]4[CH2:51][C:50]([CH3:53])([CH3:52])[CH2:49][C:48]=4[C:44]=3[CH2:43][CH2:42][NH:41]2)[C:25]([CH2:24][OH:23])=[C:30]([C:2]2[N:3]=[C:4]([NH:10][C:77]3[CH:76]=[C:75]4[C:71](=[CH:72][CH:73]=3)[CH2:70][N:65]([CH3:66])[CH2:74]4)[C:5](=[O:9])[N:6]([CH3:8])[CH:7]=2)[CH:29]=1 |f:2.3.4,5.6|. Reported procedure: A 100-mL three-neck round-bottomed flask equipped with a reflux condenser, magnetic stirrer and nitrogen inlet was charged with 231e (150 mg, 0.447 mmol), 131a (340 mg, 0.581 mmol), sodium carbonate (142 mg, 1.34 mmol), water (2 mL) and 1,4-dioxane (8 mL). After bubbling nitrogen through the resulting suspension for 30 min, tetrakis-(triphenylphosphine)palladium(0) (52 mg, 0.045 mmol) was added, and the reaction mixture was heated at reflux for 2 h. After that time, the mixture was cooled to roo... The reactants are COC1=CC=C(C=N1)NC(OC(C)(C)C)=O (tert-butyl (6-methoxypyridin-3-yl)carbamate), [Li]CCCC (n-BuLi), CN1C(CCC1)=O (N-methyl-2-pyrrolidone), C[C@]1(C[C@]2(CO2)CCC1)CN1C=NC2=C1C=C(C=C2)C#N (1-{[(3S,5S)-5-methyl-1-oxaspiro[2.5]oct-5-yl]methyl}-1H-benzimidazole-6-carbonitrile). Run in O1CCCC1 (tetrahydrofuran), CCOC(=O)C.O (EtOAc H2O). Run at time 20 minute. Product: COC1=CC=C(C=N1)N1C(O[C@]2(C1)C[C@@](CCC2)(C)CN2C=NC1=C2C=C(C=C1)C#N)=O (1-(((5S,7S)-3-(6-methoxypyridin-3-yl)-7-methyl-2-oxo-1-oxa-3-azaspiro[4.5]decan-7-yl)methyl)-1H-benzo[d]imidazole-6-carbonitrile). Yield: 80.7%. Reaction SMILES: [CH3:1][O:2][C:3]1[N:8]=[CH:7][C:6]([NH:9][C:10](=[O:16])[O:11][C:12]([CH3:15])([CH3:14])[CH3:13])=[CH:5][CH:4]=1.[Li]CCCC.[CH3:22][C@:23]1([CH2:31][N:32]2[C:36]3[CH:37]=[C:38]([C:41]#[N:42])[CH:39]=[CH:40][C:35]=3[N:34]=[CH:33]2)CCC[C@:25]2(OC2)[CH2:24]1.CN1CCCC1=O>O1CCCC1.CCOC(C)=O.O>[CH3:1][O:2][C:3]1[N:8]=[CH:7][C:6]([N:9]2[CH2:14][C@@:12]3([CH2:13][CH2:25][CH2:24][C@@:23]([CH2:31][N:32]4[C:36]5[CH:37]=[C:38]([C:41]#[N:42])[CH:39]=[CH:40][C:35]=5[N:34]=[CH:33]4)([CH3:22])[CH2:15]3)[O:11][C:10]2=[O:16])=[CH:5][CH:4]=1 |f:5.6|. Reported procedure: To a solution of tert-butyl (6-methoxypyridin-3-yl)carbamate (5.98 g, 26.7 mmol) in tetrahydrofuran (THF) (20 mL) at −78° C. under N2 was added n-BuLi (2.5M in hexanes) (10.66 mL, 26.7 mmol). The mixture was allowed to warm up to RT and stirred for 20 min, to the mixture was added 1-{[(3S,5S)-5-methyl-1-oxaspiro[2.5]oct-5-yl]methyl}-1H-benzimidazole-6-carbonitrile (6.0 g, 21.33 mmol) followed by N-methyl-2-pyrrolidone (NMP) (20.00 mL). The mixture was heated at 75° C. for 2 days and then cooled ... Starting materials: CCN1CCc2ccc(N)cc2CC1, CNC(=O)C1CCCCC1Nc1nc(Cl)ncc1Cl, CC(C)O, CC1(C)C2CCC1(CS(=O)(=O)O)C(=O)C2. Product: CCN1CCc2ccc(Nc3ncc(Cl)c(NC4CCCCC4C(=O)NC)n3)cc2CC1. RXN SMILES: [CH2:20]([CH3:21])[N:22]1[CH2:23][CH2:24][c:25]2[c:26]([cH:29][c:30]([NH2:33])[cH:31][cH:32]2)[CH2:27][CH2:28]1.[CH3:1][NH:2][C:3](=[O:4])[CH:5]1[CH:6]([NH:11][c:12]2[n:13][c:14]([Cl:19])[n:15][cH:16][c:17]2[Cl:18])[CH2:7][CH2:8][CH2:9][CH2:10]1.[CH:49]([OH:50])([CH3:51])[CH3:52].[O:34]=[S:35](=[O:36])([OH:37])[CH2:38][C:39]12[CH2:40][CH2:41][CH:42]([C:43]1([CH3:44])[CH3:45])[CH2:46][C:47]2=[O:48]>>[CH3:1][NH:2][C:3](=[O:4])[CH:5]1[CH:6]([NH:11][c:12]2[n:13][c:14]([NH:33][c:30]3[cH:29][c:26]4[c:25]([cH:32][cH:31]3)[CH2:24][CH2:23][N:22]([CH2:20][CH3:21])[CH2:28][CH2:27]4)[n:15][cH:16][c:17]2[Cl:18])[CH2:7][CH2:8][CH2:9][CH2:10]1.